describe an organic reaction: reactants, conditions, products, and yield From a dataset of the Open Reaction Database (ORD), a public repository of structured organic reaction records. Product: ClC1=C2C(=NC3=CC=C(C=C13)OC)N(N=C2)CC (4-chloro-1-ethyl-6-methoxy-1H-pyrazolo[3,4-b]quinoline). The reactants are ice water, C(C)N1N=CC=C1NC=1C(C(=O)O)=CC(=CC1)OC (N-(1-ethylpyrazol-5-yl)-5-methoxyanthranilic acid), O=P(Cl)(Cl)Cl (POCl3), [NH4+].[OH-] (NH4OH). Procedure: A mixture of N-(1-ethylpyrazol-5-yl)-5-methoxyanthranilic acid (27.5 g, 0.105 mol) and POCl3 (60 ml) was refluxed overnight. The reaction mixture was poured into ice-water, basified with NH4OH and the solid which formed was collected by filtration to afford 20 g of 4-chloro-1-ethyl-6-methoxy-1H-pyrazolo[3,4-b]quinoline. RXN SMILES: [CH2:1]([N:3]1[C:7]([NH:8][C:9]2[C:10](=[CH:14][C:15]([O:18][CH3:19])=[CH:16][CH:17]=2)[C:11](O)=O)=[CH:6][CH:5]=[N:4]1)[CH3:2].[NH4+].[OH-].O=P(Cl)(Cl)[Cl:24]>>[Cl:24][C:11]1[C:10]2[C:9](=[CH:17][CH:16]=[C:15]([O:18][CH3:19])[CH:14]=2)[N:8]=[C:7]2[N:3]([CH2:1][CH3:2])[N:4]=[CH:5][C:6]=12 |f:1.2|. Reactants: CCOC(C)=O, CCCC#Cc1cnc(-c2ccc(C(F)(F)F)cc2)nc1. Yields the product CCCCCc1cnc(-c2ccc(C(F)(F)F)cc2)nc1. RXN SMILES: [CH3:22][CH2:23][O:24][C:25](=[O:26])[CH3:27].[F:1][C:2]([c:3]1[cH:4][cH:5][c:6](-[c:9]2[n:10][cH:11][c:12]([C:15]#[C:16][CH2:17][CH2:18][CH3:19])[cH:13][n:14]2)[cH:7][cH:8]1)([F:20])[F:21]>>[F:1][C:2]([c:3]1[cH:4][cH:5][c:6](-[c:9]2[n:10][cH:11][c:12]([CH2:15][CH2:16][CH2:17][CH2:18][CH3:19])[cH:13][n:14]2)[cH:7][cH:8]1)([F:20])[F:21]. As a reaction SMILES: [C:1]([NH2:2])(=[O:3])[c:4]1[c:5]([F:17])[cH:6][c:7]([NH:10][C:11]([C:12](=[O:13])[OH:14])([CH3:15])[CH3:16])[cH:8][cH:9]1.[CH3:24][I:25].[K+:18].[K+:19].[O-:20][C:21]([O-:22])=[O:23].[O:26]=[CH:27][N:28]([CH3:29])[CH3:30]>>[C:1]([NH2:2])(=[O:3])[c:4]1[c:5]([F:17])[cH:6][c:7]([NH:10][C:11]([C:12](=[O:13])[O:14][CH3:21])([CH3:15])[CH3:16])[cH:8][cH:9]1. Reactants: CC(C)(Nc1ccc(C(N)=O)c(F)c1)C(=O)O, CI, [K+], [K+], O=C([O-])[O-], CN(C)C=O. Product: COC(=O)C(C)(C)Nc1ccc(C(N)=O)c(F)c1. Starting materials: FC=1C=C(C(=O)O)C=CC1C=1SC2=NC(=CC=C2N1)C1(CC1)C1=CC=CC=C1 (3-fluoro-4-(5-(1-phenylcyclopropyl)thiazolo[5,4-b]pyridin-2-yl)benzoic acid), N1C[C@@H](CCC1)C(=O)O ((R)-piperidine-3-carboxylic acid). Yields the product FC=1C=C(C=CC1C=1SC2=NC(=CC=C2N1)C1(CC1)C1=CC=CC=C1)C(=O)N1C[C@@H](CCC1)C(=O)O ((3R)-1-((3-fluoro-4-(5-(1-phenylcyclopropyl)[1,3]thiazolo[5,4-b]pyridin-2-yl)phenyl)carbonyl)-3-piperidinecarboxylic acid). As a reaction SMILES: [F:1][C:2]1[CH:3]=[C:4]([CH:8]=[CH:9][C:10]=1[C:11]1[S:12][C:13]2[C:18]([N:19]=1)=[CH:17][CH:16]=[C:15]([C:20]1([C:23]3[CH:28]=[CH:27][CH:26]=[CH:25][CH:24]=3)[CH2:22][CH2:21]1)[N:14]=2)[C:5](O)=[O:6].[NH:29]1[CH2:34][CH2:33][CH2:32][C@@H:31]([C:35]([OH:37])=[O:36])[CH2:30]1>>[F:1][C:2]1[CH:3]=[C:4]([C:5]([N:29]2[CH2:34][CH2:33][CH2:32][C@@H:31]([C:35]([OH:37])=[O:36])[CH2:30]2)=[O:6])[CH:8]=[CH:9][C:10]=1[C:11]1[S:12][C:13]2[C:18]([N:19]=1)=[CH:17][CH:16]=[C:15]([C:20]1([C:23]3[CH:24]=[CH:25][CH:26]=[CH:27][CH:28]=3)[CH2:21][CH2:22]1)[N:14]=2. Reported procedure: The title compound was synthesized using the procedure described in Example 105 above, with 3-fluoro-4-(5-(1-phenylcyclopropyl)thiazolo[5,4-b]pyridin-2-yl)benzoic acid (111 mg, 0.284 mmol) and (R)-piperidine-3-carboxylic acid (44 mg, 0.341 mmol). MS (ESI) m/z: Calculated: 501.2; Observed: 502.1 (M++1). The reactants are C=O, ClCCl, CC1(C)C(C(=O)c2cn(CCC3CCNCC3)c3ccccc23)C1(C)C. Product: CN1CCC(CCn2cc(C(=O)C3C(C)(C)C3(C)C)c3ccccc32)CC1. RXN SMILES: [CH2:27]=[O:28].[Cl:29][CH2:30][Cl:31].[NH:1]1[CH2:2][CH2:3][CH:4]([CH2:7][CH2:8][n:9]2[cH:10][c:11]([C:18](=[O:19])[CH:20]3[C:21]([CH3:25])([CH3:26])[C:22]3([CH3:23])[CH3:24])[c:12]3[cH:13][cH:14][cH:15][cH:16][c:17]23)[CH2:5][CH2:6]1>>[N:1]1([CH3:27])[CH2:2][CH2:3][CH:4]([CH2:7][CH2:8][n:9]2[cH:10][c:11]([C:18](=[O:19])[CH:20]3[C:21]([CH3:25])([CH3:26])[C:22]3([CH3:23])[CH3:24])[c:12]3[cH:13][cH:14][cH:15][cH:16][c:17]23)[CH2:5][CH2:6]1.